From a dataset of the Open Reaction Database (ORD), a public repository of structured organic reaction records. describe an organic reaction: reactants, conditions, products, and yield Starting materials: [Al+3], C1CCOC1, [H-], [H-], [H-], [H-], [Li+], O=C(O)Cn1c(-c2cccs2)n[nH]c1=S. Yields the product OCCn1c(-c2cccs2)n[nH]c1=S. Reaction SMILES: [Al+3:17].[CH2:22]1[O:23][CH2:24][CH2:25][CH2:26]1.[H-:16].[H-:19].[H-:20].[H-:21].[Li+:18].[s:1]1[c:2](-[c:6]2[n:7][nH:8][c:9](=[S:15])[n:10]2[CH2:11][C:12](=[O:13])[OH:14])[cH:3][cH:4][cH:5]1>>[s:1]1[c:2](-[c:6]2[n:7][nH:8][c:9](=[S:15])[n:10]2[CH2:11][CH2:12][OH:13])[cH:3][cH:4][cH:5]1.